Task: describe an organic reaction: reactants, conditions, products, and yield. Dataset: the Open Reaction Database (ORD), a public repository of structured organic reaction records Starting materials: COC1=CC=C(C=C1)[Mg]Br (4-methoxyphenylmagnesium bromide), C1(=CC=CC=C1)[Mg]Br (phenylmagnesium bromide), [Mg] (magnesium), [Br-].COC1=CC=CC=C1 (4-methoxybenzene bromide). Run in C1CCOC1 (THF). Product: COC1=CC=C([C@H](C2=CC=CC=C2)O)C=C1 ((S)-4-methoxybenzhydrol). Reaction SMILES: [CH3:1][O:2][C:3]1[CH:8]=[CH:7][C:6]([Mg]Br)=[CH:5][CH:4]=1.[Mg].[Br-].[CH3:13][O:14]C1C=CC=CC=1.[C:21]1([Mg]Br)[CH:26]=[CH:25][CH:24]=[CH:23][CH:22]=1>C1COCC1>[CH3:1][O:2][C:3]1[CH:8]=[CH:7][C:6]([C@@H:13]([OH:14])[C:21]2[CH:26]=[CH:25][CH:24]=[CH:23][CH:22]=2)=[CH:5][CH:4]=1 |f:2.3|. Procedure: An operation was carried out in the same manner as in Example 14, except that 0.22 mL (0.375 mmol) of 4-methoxyphenylmagnesium bromide (1.7 mol/L) prepared from magnesium and 4-methoxybenzene bromide was used instead of the anhydrous THF solution of phenylmagnesium bromide. Thus, (S)-4-methoxybenzhydrol was obtained. The conversion rate of the raw material was 98%, while the enantiomeric excess was 92% ee.